Task: describe an organic reaction: reactants, conditions, products, and yield. Dataset: the Open Reaction Database (ORD), a public repository of structured organic reaction records Starting materials: CC(C)(C)[Si](C)(C)Cl, ClCCl, CN(C)C=O, CCOC(=O)C(C)=CCCCCO, c1c[nH]cn1. Product: CCOC(=O)C(C)=CCCCCO[Si](C)(C)C(C)(C)C. As a reaction SMILES: [C:22]([CH3:23])([CH3:24])([CH3:25])[Si:26]([CH3:27])([CH3:28])[Cl:29].[CH2:1]([Cl:2])[Cl:3].[O:30]=[CH:31][N:32]([CH3:33])[CH3:34].[OH:4][CH2:5][CH2:6][CH2:7][CH2:8][CH:9]=[C:10]([C:11](=[O:12])[O:13][CH2:14][CH3:15])[CH3:16].[nH:17]1[cH:18][cH:19][n:20][cH:21]1>>[O:4]([CH2:5][CH2:6][CH2:7][CH2:8][CH:9]=[C:10]([C:11](=[O:12])[O:13][CH2:14][CH3:15])[CH3:16])[Si:26]([C:22]([CH3:23])([CH3:24])[CH3:25])([CH3:27])[CH3:28]. Starting materials: CC(C)(C)OC(=O)CBr, CC(C)[N-]C(C)C, CCCCCCC(=O)N1C(=O)OCC1C(C)C, [Cl-], [Li+], [NH4+], C1CCOC1. The product is CCCCCC(CC(=O)OC(C)(C)C)C(=O)N1C(=O)OCC1C(C)C. RXN SMILES: [Br:26][CH2:27][C:28](=[O:29])[O:30][C:31]([CH3:32])([CH3:33])[CH3:34].[CH:18]([N-:19][CH:20]([CH3:21])[CH3:22])([CH3:23])[CH3:24].[CH:1]([CH3:2])([CH3:3])[CH:4]1[N:5]([C:10]([CH2:11][CH2:12][CH2:13][CH2:14][CH2:15][CH3:16])=[O:17])[C:6](=[O:9])[O:7][CH2:8]1.[Cl-:35].[Li+:25].[NH4+:36].[O:37]1[CH2:38][CH2:39][CH2:40][CH2:41]1>>[CH:1]([CH3:2])([CH3:3])[CH:4]1[N:5]([C:10]([CH:11]([CH2:12][CH2:13][CH2:14][CH2:15][CH3:16])[CH2:27][C:28](=[O:29])[O:30][C:31]([CH3:32])([CH3:33])[CH3:34])=[O:17])[C:6](=[O:9])[O:7][CH2:8]1. Reactants: CNCC=Cc1ccccc1, CN(C)C=O, ClCC1=CCOc2ccccc21, [Na+], [Na+], O=C([O-])[O-]. The product is CN(CC=Cc1ccccc1)CC1=CCOc2ccccc21. Reaction SMILES: [CH2:1]([CH:2]=[CH:3][c:4]1[cH:5][cH:6][cH:7][cH:8][cH:9]1)[NH:10][CH3:11].[CH3:30][N:31]([CH3:32])[CH:33]=[O:34].[Cl:12][CH2:13][C:14]1=[CH:15][CH2:16][O:17][c:18]2[c:19]1[cH:20][cH:21][cH:22][cH:23]2.[Na+:24].[Na+:25].[O-:26][C:27](=[O:28])[O-:29]>>[CH2:1]([CH:2]=[CH:3][c:4]1[cH:5][cH:6][cH:7][cH:8][cH:9]1)[N:10]([CH3:11])[CH2:13][C:14]1=[CH:15][CH2:16][O:17][c:18]2[c:19]1[cH:20][cH:21][cH:22][cH:23]2. The reactants are NC=1C(=NC=C(C1)CC1=CC=CC=C1)C(=O)OCC (ethyl 3-amino-5-benzylpyridine-2-carboxylate), ClC(CC(=O)OCC)=O (ethyl 3-chloro-3-oxopropionate). The product is C(C1=CC=CC=C1)C1=CN=C2C(=C(C(NC2=C1)=O)C(=O)OCC)O (Ethyl 7-benzyl-4-hydroxy-2-oxo-1,2-dihydro-1,5-naphthyridine-3-carboxylate). RXN SMILES: [NH2:1][C:2]1[C:3]([C:15]([O:17]CC)=O)=[N:4][CH:5]=[C:6]([CH2:8][C:9]2[CH:14]=[CH:13][CH:12]=[CH:11][CH:10]=2)[CH:7]=1.Cl[C:21](=[O:28])[CH2:22][C:23]([O:25][CH2:26][CH3:27])=[O:24]>>[CH2:8]([C:6]1[CH:7]=[C:2]2[C:3]([C:15]([OH:17])=[C:22]([C:23]([O:25][CH2:26][CH3:27])=[O:24])[C:21](=[O:28])[NH:1]2)=[N:4][CH:5]=1)[C:9]1[CH:10]=[CH:11][CH:12]=[CH:13][CH:14]=1. Reported procedure: This compound was prepared from ethyl 3-amino-5-benzylpyridine-2-carboxylate and ethyl 3-chloro-3-oxopropionate employing methods similar to those described in Example 1, Steps 9-10. The product was obtained as a white solid: 1H NMR (d6-DMSO) δ 10.72 (1H, br s), 8.24 (1H, br s), 7.36-7.23 (6H, m), 4.14 (2H, q, J=7 Hz), 4.06 (2H, s), 1.22 (3H, t, J=7 Hz); ES+ MS: 325 (M+H+, 75), 347 (M+Na+, 26); Anal. Calcd for C18H16N2O4: C, 53.61; H, 3.99; N, 6.94. Found: C, 53.40; H, 3.92; N, 6.92. Starting materials: BrC=1C=C(C(=NC1)CCCCN)C (4-(5-bromo-3-methylpyrid-2-yl)butylamine), Cl.ClC1=NC=C(C=C1[N+](=O)[O-])CC=1C=NC=CC1 (2-chloro-3-nitro-5-(pyrid-3-ylmethyl)pyridine hydrochloride). Solvent: C(C)O (ethanol). Product: BrC=1C=C(C(=NC1)CCCCNC1=NC=C(C=C1[N+](=O)[O-])CC=1C=NC=CC1)C (2-[4-(5-Bromo-3-methylpyrid-2-yl)butylamino]-3-nitro-5-(pyrid-3-ylmethyl)pyridine). As a reaction SMILES: [Br:1][C:2]1[CH:3]=[C:4]([CH3:13])[C:5]([CH2:8][CH2:9][CH2:10][CH2:11][NH2:12])=[N:6][CH:7]=1.Cl.Cl[C:16]1[C:21]([N+:22]([O-:24])=[O:23])=[CH:20][C:19]([CH2:25][C:26]2[CH:27]=[N:28][CH:29]=[CH:30][CH:31]=2)=[CH:18][N:17]=1>C(O)C>[Br:1][C:2]1[CH:3]=[C:4]([CH3:13])[C:5]([CH2:8][CH2:9][CH2:10][CH2:11][NH:12][C:16]2[C:21]([N+:22]([O-:24])=[O:23])=[CH:20][C:19]([CH2:25][C:26]3[CH:27]=[N:28][CH:29]=[CH:30][CH:31]=3)=[CH:18][N:17]=2)=[N:6][CH:7]=1 |f:1.2|. Reported procedure: A mixture of 4-(5-bromo-3-methylpyrid-2-yl)butylamine (11.79 g) and 2-chloro-3-nitro-5-(pyrid-3-ylmethyl)pyridine hydrochloride (4.57 g) was refluxed in ethanol (100 ml) for 8 hours. The solvent was removed in vacuo, the residue was dissolved in water (100 ml) and then extracted with chloroform (100 ml). The chloroform extract was chromatographed on silica eluted with 5% v/v methanol in chloroform followed by recrystallisation from chloroform/hexane to give the title compound as a yellow solid, ... Reactants: CCc1cc(OC)c(Oc2ccc(C(=O)N3CCNC(=O)C3)cc2F)cc1F, CCOC(=O)Cl, CC#N, [K+], [OH-]. Yields the product CCOC(=O)Oc1cc(CC)c(F)cc1Oc1ccc(C(=O)N2CCNC(=O)C2)cc1F. Reaction SMILES: [CH2:1]([CH3:2])[c:3]1[cH:4][c:5]([O:27][CH3:28])[c:6]([O:7][c:8]2[c:9]([F:23])[cH:10][c:11]([C:12](=[O:13])[N:14]3[CH2:15][C:16](=[O:20])[NH:17][CH2:18][CH2:19]3)[cH:21][cH:22]2)[cH:24][c:25]1[F:26].[CH2:31]([CH3:32])[O:33][C:34]([Cl:35])=[O:36].[CH3:37][C:38]#[N:39].[K+:30].[OH-:29]>>[CH2:1]([CH3:2])[c:3]1[cH:4][c:5]([O:27][C:28](=[O:29])[O:33][CH2:31][CH3:32])[c:6]([O:7][c:8]2[c:9]([F:23])[cH:10][c:11]([C:12](=[O:13])[N:14]3[CH2:15][C:16](=[O:20])[NH:17][CH2:18][CH2:19]3)[cH:21][cH:22]2)[cH:24][c:25]1[F:26]. Starting materials: C[S-], [Cl-], O=C(c1cc(F)cc(F)c1)c1nccs1, [NH4+], [Na+], CN(C)C=O, Oc1ccccc1. Product: CSc1cc(F)cc(C(=O)c2nccs2)c1. RXN SMILES: [CH3:23][S-:24].[Cl-:26].[F:1][c:2]1[cH:3][c:4]([C:9](=[O:10])[c:11]2[s:12][cH:13][cH:14][n:15]2)[cH:5][c:6]([F:8])[cH:7]1.[NH4+:27].[Na+:25].[O:28]=[CH:29][N:30]([CH3:31])[CH3:32].[OH:16][c:17]1[cH:18][cH:19][cH:20][cH:21][cH:22]1>>[F:1][c:2]1[cH:3][c:4]([C:9](=[O:10])[c:11]2[s:12][cH:13][cH:14][n:15]2)[cH:5][c:6]([S:24][CH3:23])[cH:7]1.